This data is from the Open Reaction Database (ORD), a public repository of structured organic reaction records. The task is: describe an organic reaction: reactants, conditions, products, and yield The reactants are C[Si](C)(C)OS(=O)(=O)C(F)(F)F (Trifluoromethane sulphonic acid trimethylsilyl ester), N1C=C(C2=CC=CC=C12)CCCC1(CCC(CC1)(N(C)C)CC1=CC=CC=C1)O (1-(3-(1H-indol-3-yl)propyl)-4-benzyl-4-(dimethylamino)cyclohexanol). The solvent is ClCCl (dichloromethane), ClCCl (dichloromethane). Conditions: time 2 day. Yields the product C(C1=CC=CC=C1)C1(CCC2(CC1)CCCC=1C3=CC=CC=C3NC12)N(C)C (4′-benzyl-N,N-dimethyl-2,3,4,9-tetrahydrospiro[carbazole-1,1′-cyclohexane]-4′-amine). Reaction SMILES: C[Si](OS(C(F)(F)F)(=O)=O)(C)C.[NH:13]1[C:21]2[C:16](=[CH:17][CH:18]=[CH:19][CH:20]=2)[C:15]([CH2:22][CH2:23][CH2:24][C:25]2(O)[CH2:30][CH2:29][C:28]([CH2:34][C:35]3[CH:40]=[CH:39][CH:38]=[CH:37][CH:36]=3)([N:31]([CH3:33])[CH3:32])[CH2:27][CH2:26]2)=[CH:14]1>ClCCl>[CH2:34]([C:28]1([N:31]([CH3:33])[CH3:32])[CH2:29][CH2:30][C:25]2([C:14]3[NH:13][C:21]4[C:16](=[CH:17][CH:18]=[CH:19][CH:20]=4)[C:15]=3[CH2:22][CH2:23][CH2:24]2)[CH2:26][CH2:27]1)[C:35]1[CH:40]=[CH:39][CH:38]=[CH:37][CH:36]=1. Procedure: Trifluoromethane sulphonic acid trimethylsilyl ester (1.30 mL, 1.59 g, 7.16 mmol) was added to a solution of 1-(3-(1H-indol-3-yl)propyl)-4-benzyl-4-(dimethylamino)cyclohexanol (700 mg, 1.79 mmol) in anhydrous dichloromethane (30 mL) and stirred for 2 d at room temperature. The reaction mixture was then diluted with dichloromethane (10 mL), and firstly washed with 1 N sodium carbonate solution (2×10 mL), then with water and saturated sodium chloride solution (10 mL each), dried with sodium sulpha... Starting materials: O (water), S(O)(O)(=O)=O (sulfuric acid), BrC=1C=C(C=CC1S)C(OCC)=N (Ethyl 3-bromo-4-mercaptobenzenecarboximidate). The reagents and catalysts are [Zn] (Zinc). Run in C(C)O (ethanol). Conditions: temperature 0 celsius, time 8 hour. Yields the product BrC=1C=C(C(=O)OCC)C=CC1S (ethyl 3-bromo-4-mercaptobenzoate). RXN SMILES: [Br:1][C:2]1[CH:3]=[C:4]([C:9](=N)[O:10][CH2:11][CH3:12])[CH:5]=[CH:6][C:7]=1[SH:8].O.S(=O)(=O)(O)[OH:16]>C(O)C.[Zn]>[Br:1][C:2]1[CH:3]=[C:4]([CH:5]=[CH:6][C:7]=1[SH:8])[C:9]([O:10][CH2:11][CH3:12])=[O:16]. Procedure details: Ethyl 3-bromo-4-mercaptobenzenecarboximidate (3.00 g) was dissolved in ethanol (100 ml), and water (10 ml) and then concentrated sulfuric acid (10 ml) were added dropwise thereto at 0° C. and stirred overnight at room temperature. Zinc (1 g) was added to the reaction system and the resulting mixture was stirred at room temperature for 2 hours to induce the production of a monomer. After the zinc powder was removed by filtration through Celite, the ethanol was distilled off under reduced pressure... The reactants are COC=1C=C(C=CC1OC)CC[N+](=O)[O-] (2-(3,4-dimethoxyphenyl)nitroethane), COC=1C=C(C=CC1OC)C(C#N)(C(C)C)CCC=O (2-(3,4-dimethoxyphenyl)-2-(3-oxopropyl)-2-isopropylacetonitrile), [F-].[K+] (KF). Solvent: CC(C)O (2-propanol). The product is COC=1C=C(C=CC1OC)CC(C(CCC(C1=CC(=C(C=C1)OC)OC)(C(C)C)C#N)O)[N+](=O)[O-] (1-(3,4-dimethoxyphenyl)-2-nitro-6-cyano-6-(prop-2-yl)-6-(3,4-dimethoxyphenyl)hexan-3-ol). Yield: 73.9%. As a reaction SMILES: [CH3:1][O:2][C:3]1[CH:4]=[C:5]([CH2:11][CH2:12][N+:13]([O-:15])=[O:14])[CH:6]=[CH:7][C:8]=1[O:9][CH3:10].[CH3:16][O:17][C:18]1[CH:19]=[C:20]([C:26]([CH2:32][CH2:33][CH:34]=[O:35])([CH:29]([CH3:31])[CH3:30])[C:27]#[N:28])[CH:21]=[CH:22][C:23]=1[O:24][CH3:25].[F-].[K+]>CC(O)C>[CH3:1][O:2][C:3]1[CH:4]=[C:5]([CH2:11][CH:12]([N+:13]([O-:15])=[O:14])[CH:34]([OH:35])[CH2:33][CH2:32][C:26]([C:27]#[N:28])([CH:29]([CH3:30])[CH3:31])[C:20]2[CH:21]=[CH:22][C:23]([O:24][CH3:25])=[C:18]([O:17][CH3:16])[CH:19]=2)[CH:6]=[CH:7][C:8]=1[O:9][CH3:10] |f:2.3|. Procedure: A mixture of 2-(3,4-dimethoxyphenyl)-1-nitroethane (4, 135 g, 0.64 mol), 2-(3,4-dimethoxyphenyl)-2-(3-oxopropyl)-2-isopropylacetonitrile (7, 156 g, 0.57 mol) and KF (19.3 g, anhydrous, Aldrich) in 2-propanol (2.0 L) was heated to 50°-55° C. for about 40 hours. The mixture was then cooled to room temperature and the isopropanol removed in vacuo. The residue was dissolved in CH2Cl2 (1.6 L) and filtered through Celite (50 g). The filtrate was extracted with saturated aqueous NaHCO3 (2×500 mL), the ... Starting materials: FC(C=1C=C(C=C(C1)C(F)(F)F)C(C(C)(C)NC(OCC1=CC=CC=C1)=O)O)(F)F (benzyl {2-[3,5-bis(trifluoromethyl)phenyl]-2-hydroxy-1,1-dimethylethyl}carbamate), [H-].[Na+] (NaH), BrCC1=C(C=CC(=C1)C(F)(F)F)C=1C=C(C=CC1OC)C1=C(C=C(C=C1)C(=O)OC)C (methyl 2″-(bromomethyl)-4′-methoxy-2-methyl-4″-(trifluoromethyl)-1,1′:3′,1″-terphenyl-4-carboxylate), [H-].[Na+] (NaH). Run in C1CCOC1 (THF). Run at time 72 hour. Yields the product FC(C=1C=C(C=C(C1)C(F)(F)F)C1C(N(C(O1)=O)CC1=C(C=CC(=C1)C(F)(F)F)C=1C=C(C=CC1OC)C1=C(C=C(C=C1)C(=O)O)C)(C)C)(F)F (2″-({5-[3,5-bis(trifluoromethyl)phenyl]-4,4-dimethyl-2-oxo-1,3-oxazolidin-3-yl}methyl)-4′-methoxy-2-methyl-4″-(trifluoromethyl)-1,1′:3′,1″-terphenyl-4-carboxylic acid). RXN SMILES: [F:1][C:2]([F:30])([F:29])[C:3]1[CH:4]=[C:5]([CH:13]([OH:28])[C:14]([NH:17][C:18](=[O:27])OCC2C=CC=CC=2)([CH3:16])[CH3:15])[CH:6]=[C:7]([C:9]([F:12])([F:11])[F:10])[CH:8]=1.[H-].[Na+].Br[CH2:34][C:35]1[CH:40]=[C:39]([C:41]([F:44])([F:43])[F:42])[CH:38]=[CH:37][C:36]=1[C:45]1[CH:46]=[C:47]([C:53]2[CH:58]=[CH:57][C:56]([C:59]([O:61]C)=[O:60])=[CH:55][C:54]=2[CH3:63])[CH:48]=[CH:49][C:50]=1[O:51][CH3:52]>C1COCC1>[F:1][C:2]([F:30])([F:29])[C:3]1[CH:4]=[C:5]([CH:13]2[O:28][C:18](=[O:27])[N:17]([CH2:34][C:35]3[CH:40]=[C:39]([C:41]([F:44])([F:43])[F:42])[CH:38]=[CH:37][C:36]=3[C:45]3[CH:46]=[C:47]([C:53]4[CH:58]=[CH:57][C:56]([C:59]([OH:61])=[O:60])=[CH:55][C:54]=4[CH3:63])[CH:48]=[CH:49][C:50]=3[O:51][CH3:52])[C:14]2([CH3:16])[CH3:15])[CH:6]=[C:7]([C:9]([F:11])([F:12])[F:10])[CH:8]=1 |f:1.2|. Procedure: To a solution of benzyl {2-[3,5-bis(trifluoromethyl)phenyl]-2-hydroxy-1,1-dimethylethyl}carbamate (65 mg, 0.149 mmol) in THF (1.5 mL) was added NaH (13 mg, 0.542 mmol) and methyl 2″-(bromomethyl)-4′-methoxy-2-methyl-4″-(trifluoromethyl)-1,1′:3′,1″-terphenyl-4-carboxylate (91.1 mg, 0.185 mmol). The reaction was stirred for 72 hours, and then additional NaH (36.2 mg, 1.51 mmol) was added. After 6 more hours at room temperature, the reaction was quenched with saturated NH4Cl solution (10 mL) and di... Product: C1(CC1)NC(=O)C=1C=C(C(=CC1)C)C1=CC=C(C=C1)C=1OC(=NN1)CN(CC)CC (N-Cyclopropyl-4′-{5[-(diethylamino)methyl]-1,3,4-oxadiazol-2-yl}-6-methyl-1,1′-biphenyl-3-carboxamide). Reaction conditions: time 18 hour. Solvent: C(C)NCC (diethylamine). As a reaction SMILES: Cl[CH2:2][C:3]1[O:7][C:6]([C:8]2[CH:13]=[CH:12][C:11]([C:14]3[C:19]([CH3:20])=[CH:18][CH:17]=[C:16]([C:21]([NH:23][CH:24]4[CH2:26][CH2:25]4)=[O:22])[CH:15]=3)=[CH:10][CH:9]=2)=[N:5][N:4]=1.[I-].[K+]>C(NCC)C>[CH:24]1([NH:23][C:21]([C:16]2[CH:15]=[C:14]([C:11]3[CH:12]=[CH:13][C:8]([C:6]4[O:7][C:3]([CH2:2][N:23]([CH2:24][CH3:25])[CH2:21][CH3:16])=[N:4][N:5]=4)=[CH:9][CH:10]=3)[C:19]([CH3:20])=[CH:18][CH:17]=2)=[O:22])[CH2:26][CH2:25]1 |f:1.2|. Reported procedure: 4′-[5-(Chloromethyl)-1,3,4-oxadiazol-2-yl]-N-cyclopropyl-6-methyl-1,1′-biphenyl-3-carboxamide (Intermediate 45) (37 mg) and potassium iodide (5 mg) were mixed in diethylamine (3 ml) and the reaction stirred at room temperature for 18 hours. The excess amine was evaporated under vacuum and the residue purified by bond-elut (silica), eluting with an ethyl acetate/cyclohexane gradient. After evaporation of the solvent this gave N-cyclopropyl-4′-{5-[(diethylamino)methyl]-1,3,4-oxadiazol-2-yl}-6-meth... The reactants are ClCC1=NN=C(O1)C1=CC=C(C=C1)C1=CC(=CC=C1C)C(=O)NC1CC1 (4′-[5-(chloromethyl)-1,3,4-oxadiazol-2-yl]-N-cyclopropyl-6-methyl-1,1′-biphenyl-3-carboxamide), ClCC1=NN=C(O1)C1=CC=C(C=C1)C1=CC(=CC=C1C)C(=O)NC1CC1 (4′-[5-(chloromethyl)-1,3,4-oxadiazol-2-yl]-N-cyclopropyl-6-methyl-1,1′-biphenyl-3-carboxamide), [I-].[K+] (potassium iodide).